Dataset: the Open Reaction Database (ORD), a public repository of structured organic reaction records. Task: describe an organic reaction: reactants, conditions, products, and yield Reaction SMILES: [Br:1][C:2]1[CH:3]=[C:4]([CH:8]=[CH:9][C:10]=1[C:11]([N:13]1[CH2:17][CH:16]=[CH:15][CH2:14]1)=[O:12])[C:5]([OH:7])=O.CN(C(ON1N=NC2C=CC=CC1=2)=[N+](C)C)C.[B-](F)(F)(F)F.C(N(C(C)C)CC)(C)C.[Cl:49][C:50]1[CH:63]=[CH:62][C:53]2[NH:54][C:55]([C@@H:57]([NH2:61])[CH2:58][CH2:59][CH3:60])=[N:56][C:52]=2[CH:51]=1.BrCl>O1CCCC1.ClCCl.C(O)C>[Br:1][C:2]1[CH:3]=[C:4]([CH:8]=[CH:9][C:10]=1[C:11]([N:13]1[CH2:17][CH:16]=[CH:15][CH2:14]1)=[O:12])[C:5]([NH:61][C@H:57]([C:55]1[NH:54][C:53]2[CH:62]=[CH:63][C:50]([Cl:49])=[CH:51][C:52]=2[N:56]=1)[CH2:58][CH2:59][CH3:60])=[O:7] |f:1.2,7.8|. The reactants are BrCl (bromo-chlorine), C23H22BrClN4O2, BrC=1C=C(C(=O)O)C=CC1C(=O)N1CC=CC1 (3-bromo-4-(2,5-dihydropyrrol-1-ylcarbonyl)benzoic acid), CN(C)C(=[N+](C)C)ON1C2=C(C=CC=C2)N=N1.[B-](F)(F)(F)F (TBTU), C(C)(C)N(CC)C(C)C (diisopropylethylamine), ClC1=CC2=C(NC(=N2)[C@H](CCC)N)C=C1 ((1S)-1-(5-chloro-1H-benzimidazol-2-yl)butylamine). Procedure details: Prepared analogously to Example 1g from 3-bromo-4-(2,5-dihydropyrrol-1-ylcarbonyl)benzoic acid, TBTU, diisopropylethylamine, and (1S)-1-(5-chloro-1H-benzimidazol-2-yl)butylamine in tetrahydrofuran. Yield: quantitative; Rf value: 0.57 (silica gel: dichloromethane/ethanol=9:1); C23H22BrClN4O2 (501.814); mass spectrum: (M+H)+=501/503/505 (bromo-chlorine isotope). Run in ClCCl.C(C)O (dichloromethane ethanol), O1CCCC1 (tetrahydrofuran). Yields the product BrC=1C=C(C(=O)N[C@@H](CCC)C2=NC3=C(N2)C=CC(=C3)Cl)C=CC1C(=O)N1CC=CC1 (3-bromo-N-[(1S)-1-(5-chloro-1H-benzimidazol-2-yl)butyl]-4-(2,5-dihydropyrrol-1-ylcarbonyl)benzamide). Reactants: C(C1=CC=CC=C1)(=O)C1=C(C=C(N1C)CC(=O)OCC)C (ethyl 5-benzoyl-1,4-dimethylpyrrole-2-acetate), C(CCCCC)I (n-hexyl iodide). As a reaction SMILES: [C:1]([C:9]1[N:13]([CH3:14])[C:12]([CH2:15][C:16]([O:18]CC)=[O:17])=[CH:11][C:10]=1[CH3:21])(=[O:8])[C:2]1[CH:7]=[CH:6][CH:5]=[CH:4][CH:3]=1.C(I)CCCCC>>[CH2:15]([C:12]1[N:13]([CH3:14])[C:9]([C:1](=[O:8])[C:2]2[CH:3]=[CH:4][CH:5]=[CH:6][CH:7]=2)=[C:10]([CH3:21])[CH:11]=1)[CH3:16].[CH2:12]([CH2:15][C:16]([O-:18])=[O:17])[CH2:11][CH2:10][CH2:9][CH2:1][CH3:2] |f:2.3|. Yields the product C(C)C=1N(C(=C(C1)C)C(C1=CC=CC=C1)=O)C.C(CCCCC)CC(=O)[O-] (ethyl 5-benzoyl-1,4-dimethylpyrrole 2-(α-n-hexyl)-acetate). Reported procedure: The alkylation procedure of Example 77A is performed upon ethyl 5-benzoyl-1,4-dimethylpyrrole-2-acetate (from Example 86), using an equivalent quantity of n-hexyl iodide instead of methyl iodide used in Example 77A to yield ethyl 5-benzoyl-1,4-dimethylpyrrole-2-(α-n-hexyl)-acetate.